describe an organic reaction: reactants, conditions, products, and yield From a dataset of the Open Reaction Database (ORD), a public repository of structured organic reaction records. The reactants are [Si](C)(C)(C(C)(C)C)OCC1=CC(=NC=C1)C=O (4-{[(tert-butyldimethylsilyl)oxy]methyl}pyridine-2-carbaldehyde), NCCCCN(C)C ((4-aminobutyl)dimethylamine). Product: [Si](C)(C)(C(C)(C)C)OCC1=CC(=NC=C1)CNCCCCN(C)C ([(4-{[(tert-Butyldimethylsilyl)oxy]methyl}pyridin-2-yl)methyl][4-(dimethylamino)butyl]amine). As a reaction SMILES: [Si:1]([O:8][CH2:9][C:10]1[CH:15]=[CH:14][N:13]=[C:12]([CH:16]=O)[CH:11]=1)([C:4]([CH3:7])([CH3:6])[CH3:5])([CH3:3])[CH3:2].[NH2:18][CH2:19][CH2:20][CH2:21][CH2:22][N:23]([CH3:25])[CH3:24]>>[Si:1]([O:8][CH2:9][C:10]1[CH:15]=[CH:14][N:13]=[C:12]([CH2:16][NH:18][CH2:19][CH2:20][CH2:21][CH2:22][N:23]([CH3:25])[CH3:24])[CH:11]=1)([C:4]([CH3:7])([CH3:6])[CH3:5])([CH3:3])[CH3:2]. Procedure: By General Procedure A from 4-{[(tert-butyldimethylsilyl)oxy]methyl}pyridine-2-carbaldehyde and (4-aminobutyl)dimethylamine. Purification by column chromatography (DCM/MeOH (95:5)) gave the title compound as greenish oil. 1H-NMR (300 MHz, CDCl3): δ 8.48 (d, 1H), 7.25 (s, 2H), 7.10 (d, 1H), 4.70 (s, 2H), 3.90 (s, 2H), 2.60 (m, 2H), 2.30 (m, 2H), 2.20 (s, 6H), 1.50 (m, 4H), 1.00 (s, 9H, 0.9 (s, 9H), 0.1 (s, 6H) ppm.